This data is from the Open Reaction Database (ORD), a public repository of structured organic reaction records. The task is: describe an organic reaction: reactants, conditions, products, and yield Reactants: OBO, O=C([O-])[O-], Clc1ccc(Cl)nc1, [K+], [K+], C1COCCO1, O, Oc1ccccc1. The product is Oc1ccc(-c2ccc(Cl)cn2)cc1. Reaction SMILES: [BH:9]([OH:10])[OH:11].[C:19](=[O:20])([O-:21])[O-:22].[Cl:1][c:2]1[n:3][cH:4][c:5]([Cl:8])[cH:6][cH:7]1.[K+:23].[K+:24].[O:25]1[CH2:26][CH2:27][O:28][CH2:29][CH2:30]1.[OH2:31].[OH:12][c:13]1[cH:14][cH:15][cH:16][cH:17][cH:18]1>>[c:2]1(-[c:16]2[cH:15][cH:14][c:13]([OH:12])[cH:18][cH:17]2)[n:3][cH:4][c:5]([Cl:8])[cH:6][cH:7]1.